Dataset: the Open Reaction Database (ORD), a public repository of structured organic reaction records. Task: describe an organic reaction: reactants, conditions, products, and yield Starting materials: O=C([O-])O, CO, [Na+], Cc1cc(C(=O)O)ccc1O, O=S(Cl)Cl. Yields the product COC(=O)c1ccc(O)c(C)c1. RXN SMILES: [C:16](=[O:17])([OH:18])[O-:19].[CH3:21][OH:22].[Na+:20].[OH:1][c:2]1[c:3]([CH3:11])[cH:4][c:5]([C:6](=[O:7])[OH:8])[cH:9][cH:10]1.[S:12]([Cl:13])([Cl:14])=[O:15]>>[OH:1][c:2]1[c:3]([CH3:11])[cH:4][c:5]([C:6](=[O:7])[O:8][CH3:16])[cH:9][cH:10]1. Reactants: CC=CC=CCOC(=O)C1=C(C)NC(C)=C(C(=O)O)C1c1cccc([N+](=O)[O-])c1, CC=CC=CCO, CN(C)c1ccncc1, C(=NC1CCCCC1)=NC1CCCCC1, CC(Cl)Cl. RXN SMILES: [CH2:1]([CH:2]=[CH:3][CH:4]=[CH:5][CH3:6])[O:7][C:8](=[O:9])[C:10]1=[C:11]([CH3:29])[NH:12][C:13]([CH3:28])=[C:14]([C:25](=[O:26])[OH:27])[CH:15]1[c:16]1[cH:17][c:18]([N+:22](=[O:23])[O-:24])[cH:19][cH:20][cH:21]1.[CH2:30]([CH:31]=[CH:32][CH:33]=[CH:34][CH3:35])[OH:36].[CH3:52][N:53]([CH3:54])[c:55]1[cH:56][cH:57][n:58][cH:59][cH:60]1.[CH:37]1([N:38]=[C:39]=[N:40][CH:41]2[CH2:42][CH2:43][CH2:44][CH2:45][CH2:46]2)[CH2:47][CH2:48][CH2:49][CH2:50][CH2:51]1.[Cl:61][CH:62]([Cl:63])[CH3:64]>>[CH2:1]([CH:2]=[CH:3][CH:4]=[CH:5][CH3:6])[O:7][C:8](=[O:9])[C:10]1=[C:11]([CH3:29])[NH:12][C:13]([CH3:28])=[C:14]([C:25](=[O:26])[O:27][CH2:30][CH:31]=[CH:32][CH:33]=[CH:34][CH3:35])[CH:15]1[c:16]1[cH:17][c:18]([N+:22](=[O:23])[O-:24])[cH:19][cH:20][cH:21]1. Yields the product CC=CC=CCOC(=O)C1=C(C)NC(C)=C(C(=O)OCC=CC=CC)C1c1cccc([N+](=O)[O-])c1. Starting materials: C1=C(NC=2C=CC3=C(C12)C=CC=C3)C(=O)O (benz[e]indole-2-carboxylic acid), CC(C)NC=1C(=NC=CC1)N1CCNCC1 (1-[3-(1-methylethylamino)-2-pyridinyl]piperazine). The product is CC(C)NC1=C(N=CC=C1)N2CCN(CC2)C(=O)C3=CC4=C(N3)C=CC5=CC=CC=C54 (1-[Benz[e]indolyl-2-carbonyl]-4-[3-(1-methylethylamino)-2-pyridinyl]piperazine). RXN SMILES: [CH:1]1[C:9]2[C:8]3[CH:10]=[CH:11][CH:12]=[CH:13][C:7]=3[CH:6]=[CH:5][C:4]=2[NH:3][C:2]=1[C:14]([OH:16])=O.[CH3:17][CH:18]([NH:20][C:21]1[C:22]([N:27]2[CH2:32][CH2:31][NH:30][CH2:29][CH2:28]2)=[N:23][CH:24]=[CH:25][CH:26]=1)[CH3:19]>>[CH3:19][CH:18]([NH:20][C:21]1[CH:26]=[CH:25][CH:24]=[N:23][C:22]=1[N:27]1[CH2:28][CH2:29][N:30]([C:14]([C:2]2[NH:3][C:4]3[CH:5]=[CH:6][C:7]4[C:8]([C:9]=3[CH:1]=2)=[CH:10][CH:11]=[CH:12][CH:13]=4)=[O:16])[CH2:31][CH2:32]1)[CH3:17]. Procedure details: Following the general procedure of EXAMPLE 16A and making non-critical variations but starting with benz[e]indole-2-carboxylic acid (PREPARATION 116, 0.5 g) and 1-[3-(1-methylethylamino)-2-pyridinyl]piperazine (PREPARATION 8, 0.52 g), the title compound is obtained, m.p. 228°-231°.